describe an organic reaction: reactants, conditions, products, and yield From a dataset of the Open Reaction Database (ORD), a public repository of structured organic reaction records. Reactants: CCOC(=O)C(C#N)=C(SC)SC, CCO, Nc1ccccc1. Yields the product CCOC(=O)C(C#N)=C(Nc1ccccc1)SC. RXN SMILES: [CH3:1][S:2][C:3](=[C:4]([C:5](=[O:6])[O:7][CH2:8][CH3:9])[C:10]#[N:11])[S:12][CH3:13].[CH3:21][CH2:22][OH:23].[NH2:14][c:15]1[cH:16][cH:17][cH:18][cH:19][cH:20]1>>[C:3](=[C:4]([C:5](=[O:6])[O:7][CH2:8][CH3:9])[C:10]#[N:11])([S:12][CH3:13])[NH:14][c:15]1[cH:16][cH:17][cH:18][cH:19][cH:20]1.